From a dataset of the Open Reaction Database (ORD), a public repository of structured organic reaction records. describe an organic reaction: reactants, conditions, products, and yield The reactants are CCOC(=O)CC(C)(C)CCNS(=O)(=O)c1ccccc1, CO, [Na+], [OH-]. Product: CC(C)(CCNS(=O)(=O)c1ccccc1)CC(=O)O. RXN SMILES: [CH3:1][C:2]([CH2:3][C:4](=[O:5])[O:6][CH2:7][CH3:8])([CH2:9][CH2:10][NH:11][S:12](=[O:13])(=[O:14])[c:15]1[cH:16][cH:17][cH:18][cH:19][cH:20]1)[CH3:21].[CH3:24][OH:25].[Na+:23].[OH-:22]>>[CH3:1][C:2]([CH2:3][C:4](=[O:5])[OH:6])([CH2:9][CH2:10][NH:11][S:12](=[O:13])(=[O:14])[c:15]1[cH:16][cH:17][cH:18][cH:19][cH:20]1)[CH3:21].